From a dataset of the Open Reaction Database (ORD), a public repository of structured organic reaction records. describe an organic reaction: reactants, conditions, products, and yield Reactants: water ice, C(C)(C)N(C(CC1=CC=C(C=C1)Br)=O)C(C)C (N,N-bis-(isopropyl)-4-bromo-benzeneacetamide), B(O)O (boronic acid), monohydrated potassium phosphate, [Br-].[K+] (potassium bromide), O1CCOCC1 (dioxane). The reagents and catalysts are C=1C=CC(=CC1)[P](C=2C=CC=CC2)(C=3C=CC=CC3)[Pd]([P](C=4C=CC=CC4)(C=5C=CC=CC5)C=6C=CC=CC6)([P](C=7C=CC=CC7)(C=8C=CC=CC8)C=9C=CC=CC9)[P](C=1C=CC=CC1)(C=1C=CC=CC1)C=1C=CC=CC1 (Pd(PPh3)4). Yields the product C(C)(C)N(C(CC1=CC=C(C=C1)C1=CC=C(C=C1)C=O)=O)C(C)C (N,N-bis-(isopropyl)-4'-formyl-(1,1'-biphenyl)-4-acetamide). RXN SMILES: [CH:1]([N:4]([CH:15]([CH3:17])[CH3:16])[C:5](=[O:14])[CH2:6][C:7]1[CH:12]=[CH:11][C:10](Br)=[CH:9][CH:8]=1)([CH3:3])[CH3:2].B(O)O.[Br-].[K+].[O:23]1[CH2:28][CH2:27]OCC1>C1C=CC([P]([Pd]([P](C2C=CC=CC=2)(C2C=CC=CC=2)C2C=CC=CC=2)([P](C2C=CC=CC=2)(C2C=CC=CC=2)C2C=CC=CC=2)[P](C2C=CC=CC=2)(C2C=CC=CC=2)C2C=CC=CC=2)(C2C=CC=CC=2)C2C=CC=CC=2)=CC=1>[CH:1]([N:4]([CH:15]([CH3:17])[CH3:16])[C:5](=[O:14])[CH2:6][C:7]1[CH:12]=[CH:11][C:10]([C:7]2[CH:8]=[CH:9][C:27]([CH:28]=[O:23])=[CH:5][CH:6]=2)=[CH:9][CH:8]=1)([CH3:3])[CH3:2] |f:2.3,^1:32,34,53,72|. Procedure details: A mixture of 3 g of the product of Stage A, 1.66 g of boronic acid (Preparation 5), 3.5 g of monohydrated potassium phosphate, 1.32 g of potassium bromide and 300 mg of Pd(PPh3)4 (palladium tetrakis) in 50 ml of dioxane was refluxed for 12 hours. After pouring the reaction medium into a water-ice mixture, and carrying out extraction with ethyl acetate, the organic phase was dried, filtered and evaporated under reduced pressure. The crude product was purified by chromatography, eluting with a cyc... Reactants: C[Si](C)(C)[N-][Si](C)(C)C.[K+] (potassium bis(trimethylsilyl)amide), BrC1=CC=C(C[C@@]2(C(N(C(N2)=O)C2=CC(=NC(=C2)Cl)Cl)=O)CC)C=C1 (5-(R)-(4-bromobenzyl)-3-(2,6-dichloropyridin-4-yl)-5-ethylimidazoline-2,4-dione), ICC (iodoethane), C1CCOC1 (THF). Run in C1(=CC=CC=C1)C (toluene). Yields the product BrC1=CC=C(C[C@@]2(C(N(C(N2CC)=O)C2=CC(=NC(=C2)Cl)Cl)=O)C)C=C1 (5-(R)-(4-bromobenzyl)-3-(2,6-dichloropyridin4-yl)-1-ethyl-5-methylimidazoline-2,4-dione). The yield is 83.9%. As a reaction SMILES: C[Si]([N-][Si](C)(C)C)(C)C.[K+].[Br:11][C:12]1[CH:35]=[CH:34][C:15]([CH2:16][C@@:17]2(CC)[NH:21][C:20](=[O:22])[N:19]([C:23]3[CH:28]=[C:27]([Cl:29])[N:26]=[C:25]([Cl:30])[CH:24]=3)[C:18]2=[O:31])=[CH:14][CH:13]=1.I[CH2:37][CH3:38].[CH2:39]1COCC1>C1(C)C=CC=CC=1>[Br:11][C:12]1[CH:35]=[CH:34][C:15]([CH2:16][C@@:17]2([CH3:39])[N:21]([CH2:37][CH3:38])[C:20](=[O:22])[N:19]([C:23]3[CH:28]=[C:27]([Cl:29])[N:26]=[C:25]([Cl:30])[CH:24]=3)[C:18]2=[O:31])=[CH:14][CH:13]=1 |f:0.1|. Procedure: A solution of 1.12 mL (0.559 mmol) of 0.5 M potassium bis(trimethylsilyl)amide in toluene was added to a solution of 0.16 g (0.373 mmol) of the product of Example 1 and 0.149 mL (1.86 mmol) iodoethane in 3.5 mL dry THF+0.13 mL (0.746 mmol) HMPA. The reaction was refluxed overnight, quenched with aqueous NH4Cl, extracted 4× with ether, washed 3× with H2O, dried and concentrated in vacuo to an oil. Purification on Analtech 2 mm prep plates, developed in 15% acetone-petroleum ether, afforded 143 mg... Reactants: ClC=1C(=NC=C(N1)OC)CCl (3-chloro-2-chloromethyl-5-methoxy-pyrazine), FC1=NC(=CC=C1)C=1NC=CN1 (2-fluoro-6-(1H-imidazol-2-yl)-pyridine), C(=O)([O-])[O-].[K+].[K+] (K2CO3). The solvent is CN(C)C=O (DMF). Conditions: temperature 45 celsius, time 16 hour. Product: ClC=1C(=NC=C(N1)OC)CN1C(=NC=C1)C1=NC(=CC=C1)F (3-chloro-2-[2-(6-fluoro-pyridin-2-yl)-imidazol-1-ylmethyl]-5-methoxy-pyrazine). Yield: 71.0%. Reaction SMILES: [Cl:1][C:2]1[C:3]([CH2:10]Cl)=[N:4][CH:5]=[C:6]([O:8][CH3:9])[N:7]=1.[F:12][C:13]1[CH:18]=[CH:17][CH:16]=[C:15]([C:19]2[NH:20][CH:21]=[CH:22][N:23]=2)[N:14]=1.C([O-])([O-])=O.[K+].[K+]>CN(C=O)C>[Cl:1][C:2]1[C:3]([CH2:10][N:23]2[CH:22]=[CH:21][N:20]=[C:19]2[C:15]2[CH:16]=[CH:17][CH:18]=[C:13]([F:12])[N:14]=2)=[N:4][CH:5]=[C:6]([O:8][CH3:9])[N:7]=1 |f:2.3.4|. Procedure: A mixture of 3-chloro-2-chloromethyl-5-methoxy-pyrazine (350 mg, 1.81 mmol), 2-fluoro-6-(1H-imidazol-2-yl)-pyridine (266 mg, 1.63 mmol) and K2CO3 (750 mg, 5.43 mmol) in DMF (10 mL) is stirred at 45° C. for 16 hours. On cooling, the reaction is quenched with saturated NH4Cl (3 mL) and extracted with DCM (3×20 mL). The combined organic layers are dried and solvent removed. PTLC (silica gel) separation (10% MeOH in DCM) gives 370 mg of 3-chloro-2-[2-(6-fluoro-pyridin-2-yl)-imidazol-1-ylmethyl]-5-me...